From a dataset of the Open Reaction Database (ORD), a public repository of structured organic reaction records. describe an organic reaction: reactants, conditions, products, and yield Starting materials: CC(=O)[O-], CCO, O=Cc1cn(C2CCCC2)c2cc(NC3CCCCC3)c(F)cc2c1=O, Cl, NO, [Na+]. Product: O=c1c(C=NO)cn(C2CCCC2)c2cc(NC3CCCCC3)c(F)cc12. RXN SMILES: [CH3:28][C:29](=[O:30])[O-:31].[CH3:35][CH2:36][OH:37].[CH:1]1([NH:7][c:8]2[c:9]([F:26])[cH:10][c:11]3[c:12](=[O:25])[c:13]([CH:23]=[O:24])[cH:14][n:15]([CH:18]4[CH2:19][CH2:20][CH2:21][CH2:22]4)[c:16]3[cH:17]2)[CH2:2][CH2:3][CH2:4][CH2:5][CH2:6]1.[ClH:32].[NH2:33][OH:34].[Na+:27]>>[CH:1]1([NH:7][c:8]2[c:9]([F:26])[cH:10][c:11]3[c:12](=[O:25])[c:13]([CH:23]=[N:33][OH:34])[cH:14][n:15]([CH:18]4[CH2:19][CH2:20][CH2:21][CH2:22]4)[c:16]3[cH:17]2)[CH2:2][CH2:3][CH2:4][CH2:5][CH2:6]1. Starting materials: NC1CCN(CC1)CC12C3=CC=CC=C3C(C=3C=CC=CC13)C2 (4-amino-1-(9,10-dihydro-9,10-methanoanthracen-9-ylmethyl)piperidine), NC1=NC(=NC=C1F)Cl (4-amino-2-chloro-5-fluoropyrimidine). The product is NC1=NC(=NC=C1F)NC1CCN(CC1)CC12C3=CC=CC=C3C(C=3C=CC=CC13)C2 (4-Amino-2-[1-(9,10-dihydro-9,10-methanoanthracen-9-ylmethyl)-4-piperidylamino]-5-fluoropyrimidine), solid. The yield is 8.0%. Reaction SMILES: [NH2:1][CH:2]1[CH2:7][CH2:6][N:5]([CH2:8][C:9]23[CH2:23][CH:16]([C:17]4[CH:18]=[CH:19][CH:20]=[CH:21][C:22]=42)[C:15]2[C:10]3=[CH:11][CH:12]=[CH:13][CH:14]=2)[CH2:4][CH2:3]1.[NH2:24][C:25]1[C:30]([F:31])=[CH:29][N:28]=[C:27](Cl)[N:26]=1>>[NH2:24][C:25]1[C:30]([F:31])=[CH:29][N:28]=[C:27]([NH:1][CH:2]2[CH2:7][CH2:6][N:5]([CH2:8][C:9]34[CH2:23][CH:16]([C:17]5[CH:18]=[CH:19][CH:20]=[CH:21][C:22]=53)[C:15]3[C:10]4=[CH:11][CH:12]=[CH:13][CH:14]=3)[CH2:4][CH2:3]2)[N:26]=1. Reported procedure: Using a procedure similar to that described in Example 86 except starting with 4-amino-1-(9,10-dihydro-9,10-methanoanthracen-9-ylmethyl)piperidine (prepared as described in Example 8b) and 4-amino-2-chloro-5-fluoropyrimidine, the hydrochloride salt of the title compound was obtained as a white solid (8%), mp 250°-254° C.; MS(CI): 416 (M+H); NMR (300 MHz, DMSO-d6): 10.25(br s, 1H), 8.60(br m, 1H), 8.10(m, 1H), 7.39-7.32(m, 4H), 7.03-6.95(m, 4H), 4.46(s, 1H), 4.36(s, 2H), 4.18-3.80(br m, 1H), 3.60...